Dataset: the Open Reaction Database (ORD), a public repository of structured organic reaction records. Task: describe an organic reaction: reactants, conditions, products, and yield Reactants: CCCCBr, CN1C(=O)CSC1c1cccnc1, CCCCCC, CC(C)NC(C)C, [I-], [Li]CCCC, [Na+], O=P([O-])([O-])[O-], C1CCOC1. Yields the product CCCCC1SC(c2cccnc2)N(C)C1=O. Reaction SMILES: [Br:26][CH2:27][CH2:28][CH2:29][CH3:30].[CH3:13][N:14]1[CH:15]([c:20]2[cH:21][n:22][cH:23][cH:24][cH:25]2)[S:16][CH2:17][C:18]1=[O:19].[CH3:38][CH2:39][CH2:40][CH2:41][CH2:42][CH3:43].[CH:1]([NH:2][CH:3]([CH3:4])[CH3:5])([CH3:6])[CH3:7].[I-:32].[Li:8][CH2:9][CH2:10][CH2:11][CH3:12].[Na+:31].[O-:33][P:34](=[O:35])([O-:36])[O-:37].[O:44]1[CH2:45][CH2:46][CH2:47][CH2:48]1>>[CH2:9]([CH2:10][CH2:11][CH3:12])[CH:17]1[S:16][CH:15]([c:20]2[cH:21][n:22][cH:23][cH:24][cH:25]2)[N:14]([CH3:13])[C:18]1=[O:19]. Starting materials: CC(C)C[Al+]CC(C)C, Cc1ccccc1, CCC12CCC3c4ccc(OC)cc4CCC3C1CCC2=C(F)F, [H-], O=S(=O)(O)O. Yields the product CCC12CCC3c4ccc(O)cc4CCC3C1CCC2=C(F)F. Reaction SMILES: [CH2:26]([Al+:27][CH2:28][CH:29]([CH3:30])[CH3:31])[CH:32]([CH3:33])[CH3:34].[CH3:40][c:41]1[cH:42][cH:43][cH:44][cH:45][cH:46]1.[F:1][C:2](=[C:3]1[C:4]2([CH2:5][CH3:6])[CH:7]([CH2:8][CH2:9]1)[CH:10]1[CH2:11][CH2:12][c:13]3[cH:14][c:15]([O:22][CH3:23])[cH:16][cH:17][c:18]3[CH:19]1[CH2:20][CH2:21]2)[F:24].[H-:25].[S:35](=[O:36])(=[O:37])([OH:38])[OH:39]>>[F:1][C:2](=[C:3]1[C:4]2([CH2:5][CH3:6])[CH:7]([CH2:8][CH2:9]1)[CH:10]1[CH2:11][CH2:12][c:13]3[cH:14][c:15]([OH:22])[cH:16][cH:17][c:18]3[CH:19]1[CH2:20][CH2:21]2)[F:24]. The reactants are C(C)(=O)NC=1SC(=C(N1)C)S(=O)(=O)NC1=CC(=CC(=N1)NC(OC(C)(C)C)=O)C (tert-butyl [6-({[2-(acetylamino)-4-methyl-1,3-thiazol-5-yl]sulfonyl}amino)-4-methylpyridin-2-yl]carbamate), [OH-].[Na+] (sodium hydroxide). Solvent: CO (methanol). Run at temperature 24 celsius. Product: NC=1SC(=C(N1)C)S(=O)(=O)NC1=CC(=CC(=N1)NC(OC(C)(C)C)=O)C (tert-Butyl (6-{[(2-amino-4-methyl-1,3-thiazol-5-yl)sulfonyl]amino}-4-methylpyridin-2-yl)carbamate). Reaction SMILES: C([NH:4][C:5]1[S:6][C:7]([S:11]([NH:14][C:15]2[N:20]=[C:19]([NH:21][C:22](=[O:28])[O:23][C:24]([CH3:27])([CH3:26])[CH3:25])[CH:18]=[C:17]([CH3:29])[CH:16]=2)(=[O:13])=[O:12])=[C:8]([CH3:10])[N:9]=1)(=O)C.[OH-].[Na+]>CO>[NH2:4][C:5]1[S:6][C:7]([S:11]([NH:14][C:15]2[N:20]=[C:19]([NH:21][C:22](=[O:28])[O:23][C:24]([CH3:25])([CH3:26])[CH3:27])[CH:18]=[C:17]([CH3:29])[CH:16]=2)(=[O:13])=[O:12])=[C:8]([CH3:10])[N:9]=1 |f:1.2|. Procedure details: A solution of tert-butyl [6-({[2-(acetylamino)-4-methyl-1,3-thiazol-5-yl]sulfonyl}amino)-4-methylpyridin-2-yl]carbamate (2.1 g, 4.8 mmol, 1 equiv) and 1 N aqueous sodium hydroxide (7.2 mL) in methanol (30 mL) was heated to 50° C. for 48 h. Upon cooling to 24° C., the reaction mixture was concentrated in vacuo (˜25 mm Hg). The resulting solid was dissolved in water (20 mL). The solution was neutralized with concentrated hydrochloric acid until pH=7. The resulting solid was collected by filtration... Reactants: C(C)OC(=O)C1=C(N=C(S1)N1C=NC2=C1C=C(C=C2)CCCCO)C2=CC(=CC=C2)Cl (4-(3-chloro-phenyl)-2-[6-(4-hydroxy-butyl)-benzoimidazol-1-yl]-thiazole-5-carboxylic acid ethyl ester), C(C)N(C(C)C)C(C)C (ethyldiisopropylamine), CS(=O)(=O)Cl (methanesulfonyl chloride). The solvent is ClCCl (dichloromethane), ClCCl (dichloromethane). Run at time 1 hour. The product is C(C)OC(=O)C1=C(N=C(S1)N1C=NC2=C1C=C(C=C2)CCCCOS(=O)(=O)C)C2=CC(=CC=C2)Cl (4-(3-chloro-phenyl)-2-[6-(4-methanesulfonyloxy-butyl)-benzoimidazol-1-yl]-thiazole-5-carboxylic acid ethyl ester). The yield is 79.7%. RXN SMILES: [CH2:1]([O:3][C:4]([C:6]1[S:10][C:9]([N:11]2[C:15]3[CH:16]=[C:17]([CH2:20][CH2:21][CH2:22][CH2:23][OH:24])[CH:18]=[CH:19][C:14]=3[N:13]=[CH:12]2)=[N:8][C:7]=1[C:25]1[CH:30]=[CH:29][CH:28]=[C:27]([Cl:31])[CH:26]=1)=[O:5])[CH3:2].C(N(C(C)C)C(C)C)C.[CH3:41][S:42](Cl)(=[O:44])=[O:43]>ClCCl>[CH2:1]([O:3][C:4]([C:6]1[S:10][C:9]([N:11]2[C:15]3[CH:16]=[C:17]([CH2:20][CH2:21][CH2:22][CH2:23][O:24][S:42]([CH3:41])(=[O:44])=[O:43])[CH:18]=[CH:19][C:14]=3[N:13]=[CH:12]2)=[N:8][C:7]=1[C:25]1[CH:30]=[CH:29][CH:28]=[C:27]([Cl:31])[CH:26]=1)=[O:5])[CH3:2]. Procedure details: To a solution of 0.266 g (0.583 mmole) of 4-(3-chloro-phenyl)-2-[6-(4-hydroxy-butyl)-benzoimidazol-1-yl]-thiazole-5-carboxylic acid ethyl ester (I.41d), 0.152 mL (0.875 mmole) of ethyldiisopropylamine and 5 mL of dichloromethane at 0 degrees was added 0.054 mL (0.7 mmole) of methanesulfonyl chloride. The mixture was stirred at ambient temperature for 1 hour and then diluted with 30 mL of dichloromethane. The mixture was washed with 10 mL of saturated sodium bicarbonate, brine, dried over anhydro... The reactants are CC(C)([O-])C.[K+] (potassium tert-butoxide), C(C)(C)(C)OC(=O)N(CC(=O)OCC)CC(C)=O (ethyl 2-(tert-butoxycarbonyl(2-oxopropyl)amino)acetate). The solvent is CCOCC (ether). Conditions: time 3 hour. Yields the product O=C1CN(CC(C1)=O)C(=O)OC(C)(C)C (tert-butyl 3,5-dioxopiperidine-1-carboxylate). Isolated yield 60.6%. As a reaction SMILES: CC(C)([O-])C.[K+].[C:7]([O:11][C:12]([N:14]([CH2:21][C:22](=[O:24])[CH3:23])[CH2:15][C:16](OCC)=[O:17])=[O:13])([CH3:10])([CH3:9])[CH3:8]>CCOCC>[O:24]=[C:22]1[CH2:23][C:16](=[O:17])[CH2:15][N:14]([C:12]([O:11][C:7]([CH3:8])([CH3:9])[CH3:10])=[O:13])[CH2:21]1 |f:0.1|. Reported procedure: To a cooled solution (0° C.) of potassium tert-butoxide (112.0 mL, 112.0 mmol) was added via addition funnel over 1.5 h, a solution 120 (26.41 g, 101.9 mmol) in ether (200 mL). The mixture was stirred for an additional 3 h. The precipitate was filtered off and washed with ether. The solid was dissolved in water and the pH was adjusted to ca. 4 with HOAc. The solids were filtered, washed with water, and dried to afford 13.16 g (60.6%) of tert-butyl 3,5-dioxopiperidine-1-carboxylate (122).